From a dataset of the Open Reaction Database (ORD), a public repository of structured organic reaction records. describe an organic reaction: reactants, conditions, products, and yield Starting materials: compound 108f, C(C)(=O)OCC1=C(C=C(C=C1B1OC(C(O1)(C)C)(C)C)F)N1C(C=2N(C=3CCCCC3C2)CC1)=O (4-fluoro-2-(1-oxo-3,4,6,7,8,9-hexahydropyrazino[1,2-a]indol-2(1H)-yl)-6-(4,4,5,5-tetramethyl-1,3,2-dioxaborolan-2-yl)benzyl acetate), BrC=1C=C(C(N(C1)C)=O)NC1=NC=C(C=C1)N1C[C@@H](N(CC1)C)C ((S)-5-bromo-3-(5-(3,4-dimethylpiperazin-1-yl)pyridin-2-ylamino)-1-methylpyridin-2(1H)-one). RXN SMILES: [C:1]([O:4][CH2:5][C:6]1[C:11](B2OC(C)(C)C(C)(C)O2)=[CH:10][C:9]([F:21])=[CH:8][C:7]=1[N:22]1[CH2:34][CH2:33][N:25]2[C:26]3[CH2:27][CH2:28][CH2:29][CH2:30][C:31]=3[CH:32]=[C:24]2[C:23]1=[O:35])(=[O:3])[CH3:2].Br[C:37]1[CH:38]=[C:39]([NH:45][C:46]2[CH:51]=[CH:50][C:49]([N:52]3[CH2:57][CH2:56][N:55]([CH3:58])[C@@H:54]([CH3:59])[CH2:53]3)=[CH:48][N:47]=2)[C:40](=[O:44])[N:41]([CH3:43])[CH:42]=1>>[C:1]([O:4][CH2:5][C:6]1[C:7]([N:22]2[CH2:34][CH2:33][N:25]3[C:26]4[CH2:27][CH2:28][CH2:29][CH2:30][C:31]=4[CH:32]=[C:24]3[C:23]2=[O:35])=[CH:8][C:9]([F:21])=[CH:10][C:11]=1[C:37]1[CH:38]=[C:39]([NH:45][C:46]2[CH:51]=[CH:50][C:49]([N:52]3[CH2:57][CH2:56][N:55]([CH3:58])[C@@H:54]([CH3:59])[CH2:53]3)=[CH:48][N:47]=2)[C:40](=[O:44])[N:41]([CH3:43])[CH:42]=1)(=[O:3])[CH3:2]. Procedure: Following the procedures as described for compound 108f, reaction of 4-fluoro-2-(1-oxo-3,4,6,7,8,9-hexahydropyrazino[1,2-a]indol-2(1H)-yl)-6-(4,4,5,5-tetramethyl-1,3,2-dioxaborolan-2-yl)benzyl acetate (74 mg) and 107e (60 mg) gave 107f as a yellow solid (60 mg, 59%). LCMS: [M+H]+ 668 The product is C(C)(=O)OCC1=C(C=C(C=C1N1C(C=2N(C=3CCCCC3C2)CC1)=O)F)C1=CN(C(C(=C1)NC1=NC=C(C=C1)N1C[C@@H](N(CC1)C)C)=O)C ((S)-2-(5-(5-(3,4-dimethylpiperazin-1-yl)pyridin-2-ylamino)-1-methyl-6-oxo-1,6-dihydropyridin-3-yl)-4-fluoro-6-(1-oxo-3,4,6,7,8,9-hexahydropyrazino-[1,2-a]indol-2(1H)-yl)benzyl acetate). Isolated yield 58.7%. Starting materials: N#Cc1cc(Cl)cc(Oc2c(Br)ccc(CO)c2F)c1, ClCCl, BrP(Br)Br. The product is N#Cc1cc(Cl)cc(Oc2c(Br)ccc(CBr)c2F)c1. As a reaction SMILES: [Br:5][c:6]1[cH:7][cH:8][c:9]([CH2:23][OH:24])[c:10]([F:22])[c:11]1[O:12][c:13]1[cH:14][c:15]([C:16]#[N:17])[cH:18][c:19]([Cl:21])[cH:20]1.[Cl:25][CH2:26][Cl:27].[P:1]([Br:2])([Br:3])[Br:4]>>[Br:2][CH2:23][c:9]1[cH:8][cH:7][c:6]([Br:5])[c:11]([O:12][c:13]2[cH:14][c:15]([C:16]#[N:17])[cH:18][c:19]([Cl:21])[cH:20]2)[c:10]1[F:22]. Starting materials: O=C(OO)c1cccc(Cl)c1, ClCCl, O=C(NCC(F)(F)F)C1(CCCCBr)c2ccccc2Sc2ccccc21, O. Yields the product O=C(NCC(F)(F)F)C1(CCCCBr)c2ccccc2S(=O)c2ccccc21. As a reaction SMILES: [Cl:28][c:29]1[cH:30][cH:31][cH:32][c:33]([C:34]([O:35][OH:37])=[O:36])[cH:38]1.[Cl:40][CH2:41][Cl:42].[F:1][C:2]([CH2:3][NH:4][C:5](=[O:6])[C:7]1([CH2:21][CH2:22][CH2:23][CH2:24][Br:25])[c:8]2[cH:9][cH:10][cH:11][cH:12][c:13]2[S:14][c:15]2[cH:16][cH:17][cH:18][cH:19][c:20]21)([F:26])[F:27].[OH2:39]>>[F:1][C:2]([CH2:3][NH:4][C:5](=[O:6])[C:7]1([CH2:21][CH2:22][CH2:23][CH2:24][Br:25])[c:8]2[cH:9][cH:10][cH:11][cH:12][c:13]2[S:14](=[O:36])[c:15]2[cH:16][cH:17][cH:18][cH:19][c:20]21)([F:26])[F:27].